From a dataset of the Open Reaction Database (ORD), a public repository of structured organic reaction records. describe an organic reaction: reactants, conditions, products, and yield Starting materials: C(C)(=O)OC1=CC(=C(C=C1)N1C=C(C(=O)OC)C(C=C1C)=O)C (methyl 1-(4-acetoxy-2-methylphenyl)-6-methyl-4-oxo-1,4-dihydronicotinate), [Se](=O)=O (selenium dioxide). Run in O1CCOCC1 (dioxane). Product: C(C)(=O)OC1=CC(=C(C=C1)N1C=C(C(=O)OC)C(C=C1C=O)=O)C (methyl 1-(4-acetoxy-2-methylphenyl)-6-formyl-4-oxo-1,4-dihydronicotinate). Isolated yield 72.0%. RXN SMILES: [C:1]([O:4][C:5]1[CH:10]=[CH:9][C:8]([N:11]2[C:20]([CH3:21])=[CH:19][C:18](=[O:22])[C:13]([C:14]([O:16][CH3:17])=[O:15])=[CH:12]2)=[C:7]([CH3:23])[CH:6]=1)(=[O:3])[CH3:2].[Se](=O)=[O:25]>O1CCOCC1>[C:1]([O:4][C:5]1[CH:10]=[CH:9][C:8]([N:11]2[C:20]([CH:21]=[O:25])=[CH:19][C:18](=[O:22])[C:13]([C:14]([O:16][CH3:17])=[O:15])=[CH:12]2)=[C:7]([CH3:23])[CH:6]=1)(=[O:3])[CH3:2]. Procedure: In 315 ml of dioxane was dissolved 10.5 g of methyl 1-(4-acetoxy-2-methylphenyl)-6-methyl-4-oxo-1,4-dihydronicotinate under heating, and 4.43 g of selenium dioxide was added thereto. They were reacted at 100° C. for 2 hours. After cooling the reaction mixture, to room temperature, selenium was removed by filtration, and then the solvent was removed by distillation under reduced pressure. The residue was purified by a column chromatography (Wako Silica Gel C-200; eluent: chloroform/ethanol (25:1 ... The reactants are C1(CCCCCC1)O (cycloheptanol), [H-].[Na+] (sodium hydride), [Cl-].[NH4+] (ammonium chloride), ClC1=NC=NC(=C1)Cl (4,6-dichloropyrimidine). The solvent is O1CCCC1 (tetrahydrofuran), O1CCCC1 (tetrahydrofuran), O1CCCC1 (tetrahydrofuran). Run at temperature 0 celsius. Yields the product ClC1=NC=NC(=C1)OC1CCCCCC1 (4-chloro-6-cycloheptyloxypyrimidine). Yield: 94.2%. RXN SMILES: [H-].[Na+].[CH:3]1([OH:10])[CH2:9][CH2:8][CH2:7][CH2:6][CH2:5][CH2:4]1.[Cl:11][C:12]1[CH:17]=[C:16](Cl)[N:15]=[CH:14][N:13]=1.[Cl-].[NH4+]>O1CCCC1>[Cl:11][C:12]1[CH:17]=[C:16]([O:10][CH:3]2[CH2:9][CH2:8][CH2:7][CH2:6][CH2:5][CH2:4]2)[N:15]=[CH:14][N:13]=1 |f:0.1,4.5|. Reported procedure: In 4 ml of tetrahydrofuran was suspended 0.11 g of sodium hydride (60% in oil), to which 1 ml of a tetrahydrofuran solution containing 0.25 g of cycloheptanol was slowly added dropwise with stirring at 0° C. The mixture was stirred at 0° C. for 10 minutes, to which 1 ml of a tetrahydrofuran solution containing 0.3 g of 4,6-dichloropyrimidine was added at 0° C., followed by further stirring for 2 hours. The reaction mixture was then poured into a saturated aqueous ammonium chloride solution and e...